Dataset: the Open Reaction Database (ORD), a public repository of structured organic reaction records. Task: describe an organic reaction: reactants, conditions, products, and yield Starting materials: CC(C)(C)OC(=O)N1CC(C#N)(CO)C1, CCN(CC)S(F)(F)F, ClCCl, [Na+], O=C([O-])O. The product is CC(C)(C)OC(=O)N1CC(C#N)(CF)C1. As a reaction SMILES: [C:1](#[N:2])[C:3]1([CH2:14][OH:15])[CH2:4][N:5]([C:7](=[O:8])[O:9][C:10]([CH3:11])([CH3:12])[CH3:13])[CH2:6]1.[CH2:16]([N:17]([S:18]([F:19])([F:20])[F:22])[CH2:21][CH3:23])[CH3:24].[Cl:30][CH2:31][Cl:32].[Na+:29].[O-:25][C:26]([OH:27])=[O:28]>>[C:1](#[N:2])[C:3]1([CH2:14][F:22])[CH2:4][N:5]([C:7](=[O:8])[O:9][C:10]([CH3:11])([CH3:12])[CH3:13])[CH2:6]1. The reactants are COc1ccc(-c2ccc3nc(NC(C)=O)nc(N4CCCNCC4C(=O)Nc4cccc(C)c4)c3n2)cc1OC, O=C([O-])[O-], CO, [K+], [K+], O. Yields the product COc1ccc(-c2ccc3nc(N)nc(N4CCCNCC4C(=O)Nc4cccc(C)c4)c3n2)cc1OC. Reaction SMILES: [C:1](=[O:2])([CH3:3])[NH:4][c:5]1[n:6][c:7]([N:25]2[CH:26]([C:32]([NH:33][c:34]3[cH:35][c:36]([CH3:40])[cH:37][cH:38][cH:39]3)=[O:41])[CH2:27][NH:28][CH2:29][CH2:30][CH2:31]2)[c:8]2[c:9]([n:10]1)[cH:11][cH:12][c:13](-[c:15]1[cH:16][c:17]([O:23][CH3:24])[c:18]([O:21][CH3:22])[cH:19][cH:20]1)[n:14]2.[C:42](=[O:43])([O-:44])[O-:45].[CH3:48][OH:49].[K+:46].[K+:47].[OH2:50]>>[NH2:4][c:5]1[n:6][c:7]([N:25]2[CH:26]([C:32]([NH:33][c:34]3[cH:35][c:36]([CH3:40])[cH:37][cH:38][cH:39]3)=[O:41])[CH2:27][NH:28][CH2:29][CH2:30][CH2:31]2)[c:8]2[c:9]([n:10]1)[cH:11][cH:12][c:13](-[c:15]1[cH:16][c:17]([O:23][CH3:24])[c:18]([O:21][CH3:22])[cH:19][cH:20]1)[n:14]2.